Dataset: the Open Reaction Database (ORD), a public repository of structured organic reaction records. Task: describe an organic reaction: reactants, conditions, products, and yield The reactants are Oc1cc(Br)cc(Br)c1, CC(C)(C)[Si](C)(C)Cl, CCOCC, ClCCl, c1c[nH]cn1. The product is CC(C)(C)[Si](C)(C)Oc1cc(Br)cc(Br)c1. RXN SMILES: [Br:1][c:2]1[cH:3][c:4]([OH:9])[cH:5][c:6]([Br:8])[cH:7]1.[C:15]([CH3:16])([CH3:17])([CH3:18])[Si:19]([CH3:20])([CH3:21])[Cl:22].[CH3:26][CH2:27][O:28][CH2:29][CH3:30].[Cl:23][CH2:24][Cl:25].[nH:10]1[cH:11][cH:12][n:13][cH:14]1>>[Br:1][c:2]1[cH:3][c:4]([O:9][Si:19]([C:15]([CH3:16])([CH3:17])[CH3:18])([CH3:20])[CH3:21])[cH:5][c:6]([Br:8])[cH:7]1. The reactants are CC(=O)[O-], C[O-], CO, [NH4+], [Na+], CCC(=O)CC(=O)OC. The product is CCC(N)CC(=O)OC. Reaction SMILES: [CH3:11][C:12](=[O:13])[O-:14].[CH3:15][O-:16].[CH3:18][OH:19].[NH4+:10].[Na+:17].[O:1]=[C:2]([CH2:3][C:4](=[O:5])[O:6][CH3:7])[CH2:8][CH3:9]>>[CH:2]([CH2:3][C:4](=[O:5])[O:6][CH3:7])([CH2:8][CH3:9])[NH2:10]. Starting materials: COC(C1=C(C=CC(=C1)N=CC1=CC(=CC=C1)Br)Cl)=O (5-[(3-bromo-benzylidene)-amino]-2-chloro-benzoic acid methyl ester), O.[O-]S(=O)(=O)C(F)(F)F.[Yb+3].[O-]S(=O)(=O)C(F)(F)F.[O-]S(=O)(=O)C(F)(F)F (ytterbium(III) triflate hydrate), C(C(C)C)=O (isobutyraldehyde), O (water). The solvent is O1CCCC1 (tetrahydrofuran). Run at temperature 25 celsius, time 16 hour. Product: COC(=O)C=1C=2C(C(C(NC2C=CC1Cl)C1=CC(=CC=C1)Br)(C)C)O (2-(3-bromo-phenyl)-6-chloro-4-hydroxy-3,3-dimethyl-1,2,3,4-tetrahydro-quinoline-5-carboxylic acid methyl ester). The yield is 99.8%. Reaction SMILES: [CH3:1][O:2][C:3](=[O:20])[C:4]1[CH:9]=[C:8]([N:10]=[CH:11][C:12]2[CH:17]=[CH:16][CH:15]=[C:14]([Br:18])[CH:13]=2)[CH:7]=[CH:6][C:5]=1[Cl:19].O.[O-]S(C(F)(F)F)(=O)=O.[Yb+3].[O-]S(C(F)(F)F)(=O)=O.[O-]S(C(F)(F)F)(=O)=O.[CH:47](=[O:51])[CH:48]([CH3:50])[CH3:49].O>O1CCCC1>[CH3:1][O:2][C:3]([C:4]1[C:9]2[CH:47]([OH:51])[C:48]([CH3:50])([CH3:49])[CH:11]([C:12]3[CH:17]=[CH:16][CH:15]=[C:14]([Br:18])[CH:13]=3)[NH:10][C:8]=2[CH:7]=[CH:6][C:5]=1[Cl:19])=[O:20] |f:1.2.3.4.5|. Procedure details: To a stirred mixture solution of 5-[(3-bromo-benzylidene)-amino]-2-chloro-benzoic acid methyl ester (39.8 g, 113.2 mmol) and ytterbium(III) triflate hydrate (10.5 g, 16.9 mmol) in dry tetrahydrofuran (100 mL) at 25° C. was added isobutyraldehyde (10.4 mL, 113.2 mmol) and water (2.1 mL, 113.2 mmol) dropwise. The reaction mixture was stirred at 25° C. for 16 h. Then the reaction mixture was concentrated in vacuo and the residue was extracted with ethyl acetate (2×200 mL), washed with brine, dried ... Starting materials: O (Water), N1CCC(CC1)ON=C1CCN(CC1)C1=C(C=C(C(=C1)F)Br)F (1-(4-bromo-2,5-difluoro-phenyl)-piperidin-4-one O-piperidin-4-yl-oxime), ClC1=NC=C(C=N1)CC (2-chloro-5-ethyl-pyrimidine), C(C)(C)N(CC)C(C)C (diisopropylethylamine). Solvent: CCOC(=O)C (EtOAc), CS(=O)C (DMSO). Product: C(C)C=1C=NC(=NC1)N1CCC(CC1)ON=C1CCN(CC1)C1=C(C=C(C(=C1)F)Br)F (1-(4-bromo-2,5-difluoro-phenyl)-piperidin-4-one O-[1-(5-ethyl-pyrimidin-2-yl)-piperidin-4-yl]-oxime). Reaction SMILES: [NH:1]1[CH2:6][CH2:5][CH:4]([O:7][N:8]=[C:9]2[CH2:14][CH2:13][N:12]([C:15]3[CH:20]=[C:19]([F:21])[C:18]([Br:22])=[CH:17][C:16]=3[F:23])[CH2:11][CH2:10]2)[CH2:3][CH2:2]1.Cl[C:25]1[N:30]=[CH:29][C:28]([CH2:31][CH3:32])=[CH:27][N:26]=1.C(N(C(C)C)CC)(C)C.O>CS(C)=O.CCOC(C)=O>[CH2:31]([C:28]1[CH:27]=[N:26][C:25]([N:1]2[CH2:6][CH2:5][CH:4]([O:7][N:8]=[C:9]3[CH2:14][CH2:13][N:12]([C:15]4[CH:20]=[C:19]([F:21])[C:18]([Br:22])=[CH:17][C:16]=4[F:23])[CH2:11][CH2:10]3)[CH2:3][CH2:2]2)=[N:30][CH:29]=1)[CH3:32]. Procedure: Compound 77b and 2-chloro-5-ethyl-pyrimidine (300 mg) were heated with diisopropylethylamine (300 mg) in DMSO at 130° C. for 0.5 h. Water and EtOAc were added and the organic phase separated, dried over MgSO4 and concentrated. The mixture was purified by chromatography on silica gel eluting with EtOAc/Hexane to give 1-(4-bromo-2,5-difluoro-phenyl)-piperidin-4-one O-[1-(5-ethyl-pyrimidin-2-yl)-piperidin-4-yl]-oxime 77c (170 mg). Starting materials: solid, ClC(COC(NC=1N(N=C(C1)C(C)(C)C)C1=CC=C(C=C1)C)=O)(Cl)Cl ((5-tert-butyl-2-p-tolyl-2H-pyrazol-3-yl)-carbamic acid 2,2,2-trichloro-ethyl ester), CN1C(CN(CC1)C)C1=NN=C2N1C=C(C=C2)O[C@@H]2CC[C@@H](C1=CC=CC=C21)N ((1S,4R)-4-[3-(1,4-Dimethyl-piperazin-2-yl)-[1,2,4]triazolo[4,3-a]pyridin-6-yloxy]-1,2,3,4-tetrahydro-naphthalen-1-ylamine). Product: C(=O)O.C(C)(C)(C)C=1C=C(N(N1)C1=CC=C(C=C1)C)NC(=O)N[C@H]1CC[C@H](C2=CC=CC=C12)OC=1C=CC=2N(C1)C(=NN2)C2N(CCN(C2)C)C (1-(5-tert-Butyl-2-p-tolyl-2H-pyrazol-3-yl)-3-{(1S,4R)-4-[3-(1,4-dimethyl-piperazin-2-yl)-[1,2,4]triazolo[4,3-a]pyridin-6-yloxy]-1,2,3,4-tetrahydro-naphthalen-1-yl}-urea formate salt). As a reaction SMILES: ClC(Cl)(Cl)C[O:4][C:5](=[O:23])[NH:6][C:7]1[N:8]([C:16]2[CH:21]=[CH:20][C:19]([CH3:22])=[CH:18][CH:17]=2)[N:9]=[C:10]([C:12]([CH3:15])([CH3:14])[CH3:13])[CH:11]=1.[CH3:26][N:27]1[CH2:32][CH2:31][N:30]([CH3:33])[CH2:29][CH:28]1[C:34]1[N:38]2[CH:39]=[C:40]([O:43][C@H:44]3[C:53]4[C:48](=[CH:49][CH:50]=[CH:51][CH:52]=4)[C@@H:47]([NH2:54])[CH2:46][CH2:45]3)[CH:41]=[CH:42][C:37]2=[N:36][N:35]=1>>[CH:5]([OH:23])=[O:4].[C:12]([C:10]1[CH:11]=[C:7]([NH:6][C:5]([NH:54][C@@H:47]2[C:48]3[C:53](=[CH:52][CH:51]=[CH:50][CH:49]=3)[C@H:44]([O:43][C:40]3[CH:41]=[CH:42][C:37]4[N:38]([C:34]([CH:28]5[CH2:29][N:30]([CH3:33])[CH2:31][CH2:32][N:27]5[CH3:26])=[N:35][N:36]=4)[CH:39]=3)[CH2:45][CH2:46]2)=[O:4])[N:8]([C:16]2[CH:21]=[CH:20][C:19]([CH3:22])=[CH:18][CH:17]=2)[N:9]=1)([CH3:15])([CH3:13])[CH3:14] |f:2.3|. Procedure details: The title compound was prepared as an off white solid (70 mg, 42%) using (5-tert-butyl-2-p-tolyl-2H-pyrazol-3-yl)-carbamic acid 2,2,2-trichloro-ethyl ester (Synthetic Communications, 2009, 39, 3999-4009, which is incorporated herein by reference in its entirety; 107 mg, 0.26 mmol) and Intermediate 86d (104 mg, 0.26 mmol) in a similar manner to Example 1, step d. LCMS (Method 5): Rt 3.64 min, m/z 648 [MH+]. 1H NMR (400 MHz, d6-DMSO): 1.27 (9H, s), 1.83-1.98 (5H, m), 2.05-2.25 (6H, m), 2.30-2.42 (... Reactants: CCN=C=NCCCN(C)C, COc1cccc(C(C)N)c1, CN(C)C=O, O=C(O)CCc1cnoc1-c1ccc(Cl)cc1, Cl, O, O, On1nnc2ccccc21. The product is COc1cccc(C(C)NC(=O)CCc2cnoc2-c2ccc(Cl)cc2)c1. As a reaction SMILES: [CH2:41]([N:42]=[C:43]=[N:44][CH2:45][CH2:46][CH2:47][N:48]([CH3:49])[CH3:50])[CH3:51].[CH3:1][O:2][c:3]1[cH:4][c:5]([CH:9]([CH3:10])[NH2:11])[cH:6][cH:7][cH:8]1.[CH3:53][N:54]([CH3:55])[CH:56]=[O:57].[Cl:12][c:13]1[cH:14][cH:15][c:16](-[c:19]2[c:20]([CH2:24][CH2:25][C:26](=[O:27])[OH:28])[cH:21][n:22][o:23]2)[cH:17][cH:18]1.[ClH:40].[OH2:29].[OH2:52].[OH:30][n:31]1[c:32]2[cH:33][cH:34][cH:35][cH:36][c:37]2[n:38][n:39]1>>[CH3:1][O:2][c:3]1[cH:4][c:5]([CH:9]([CH3:10])[NH:11][C:26]([CH2:25][CH2:24][c:20]2[c:19](-[c:16]3[cH:15][cH:14][c:13]([Cl:12])[cH:18][cH:17]3)[o:23][n:22][cH:21]2)=[O:27])[cH:6][cH:7][cH:8]1. Reactants: O (water), ClC1=NC=C(C(=O)OC)C=C1 (methyl 6-chloronicotinate), N1CCS(CC1)(=O)=O (thiomorpholine 1,1-dioxide), C([O-])([O-])=O.[Na+].[Na+] (sodium carbonate). Solvent: CN1CCCC1=O (NMP). The product is COC(C1=CN=C(C=C1)N1CCS(CC1)(=O)=O)=O (6-(1,1-dioxo-1λ6-thiomorpholin-4-yl)-nicotinic acid methyl ester). The yield is 41.1%. RXN SMILES: Cl[C:2]1[CH:11]=[CH:10][C:5]([C:6]([O:8][CH3:9])=[O:7])=[CH:4][N:3]=1.[NH:12]1[CH2:17][CH2:16][S:15](=[O:19])(=[O:18])[CH2:14][CH2:13]1.C(=O)([O-])[O-].[Na+].[Na+].O>CN1C(=O)CCC1>[CH3:9][O:8][C:6](=[O:7])[C:5]1[CH:10]=[CH:11][C:2]([N:12]2[CH2:17][CH2:16][S:15](=[O:19])(=[O:18])[CH2:14][CH2:13]2)=[N:3][CH:4]=1 |f:2.3.4|. Procedure details: A solution of methyl 6-chloronicotinate (3.43 g, 20 mmol), thiomorpholine 1,1-dioxide (2.70 g, 20 mmol) and sodium carbonate (2.54 g, 24 mmol) in NMP (40 mL) was heated to 90° C. for 3 days. The reaction mixture was poured into water and the white solid formed was filtered off to give 2.22 g 6-(1,1-dioxo-1λ6-thiomorpholin-4-yl)-nicotinic acid methyl ester. The aqueous phase was extracted with ethyl acetate, the combined organic phases were dried over Na2SO4, filtered and the solvents were evapor... Starting materials: CC(=O)O, O=C1Nc2ccc(I)cc2C1=O, NNC(=O)c1ccc(NC(=O)CCc2cccc(O)c2)cc1. Yields the product O=C(CCc1cccc(O)c1)Nc1ccc(C(=O)NN=C2C(=O)Nc3ccc(I)cc32)cc1. As a reaction SMILES: [CH3:35][C:36](=[O:37])[OH:38].[I:1][c:2]1[cH:3][c:4]2[c:8]([cH:9][cH:10]1)[NH:7][C:6](=[O:11])[C:5]2=[O:12].[NH:13]([NH2:14])[C:15](=[O:16])[c:17]1[cH:18][cH:19][c:20]([NH:23][C:24]([CH2:25][CH2:26][c:27]2[cH:28][c:29]([OH:33])[cH:30][cH:31][cH:32]2)=[O:34])[cH:21][cH:22]1>>[I:1][c:2]1[cH:3][c:4]2[c:8]([cH:9][cH:10]1)[NH:7][C:6](=[O:11])[C:5]2=[N:14][NH:13][C:15](=[O:16])[c:17]1[cH:18][cH:19][c:20]([NH:23][C:24]([CH2:25][CH2:26][c:27]2[cH:28][c:29]([OH:33])[cH:30][cH:31][cH:32]2)=[O:34])[cH:21][cH:22]1. Starting materials: C(C)(C)(C)OC(=O)N1CC(CC(C1)N1C(C=2C(C=3C(=CC=CC13)Cl)=NOC2C)=O)CN=[N+]=[N-] (3-azidomethyl-5-(9-chloro-3-methyl-4-oxo-5H-isoxazolo[4,3-c]quinolin-5-yl)-piperidine-1-carboxylic acid tert-butyl ester). Yield: 66.0%. Procedure details: Hydrogenate 3-azidomethyl-5-(9-chloro-3-methyl-4-oxo-5H-isoxazolo[4,3-c]quinolin-5-yl)-piperidine-1-carboxylic acid tert-butyl ester (0.65 g, 1.4 mmol) in THF (7.5 mL) and EtOH (50 mL) with 5% Pd/C (0.132 g, at 50 psi and room temperature for 24 H. Filter through celite and concentrate to dryness. Dissolve in CHCl3. Wash 2× with sat. aq NaHCO3, wash with brine, dry over Na2SO4, filter and concentrate to dryness to afford the title compound (413 mg, 66%) as a tan foam as a mixture of cis isomers.... Reaction SMILES: [C:1]([O:5][C:6]([N:8]1[CH2:13][CH:12]([N:14]2[C:23]3[CH:22]=[CH:21][CH:20]=[C:19]([Cl:24])[C:18]=3[C:17]3=[N:25][O:26][C:27]([CH3:28])=[C:16]3[C:15]2=[O:29])[CH2:11][CH:10]([CH2:30][N:31]=[N+]=[N-])[CH2:9]1)=[O:7])([CH3:4])([CH3:3])[CH3:2]>C1COCC1.CCO.[Pd]>[C:1]([O:5][C:6]([N:8]1[CH2:13][CH:12]([N:14]2[C:23]3[CH:22]=[CH:21][CH:20]=[C:19]([Cl:24])[C:18]=3[C:17]3=[N:25][O:26][C:27]([CH3:28])=[C:16]3[C:15]2=[O:29])[CH2:11][CH:10]([CH2:30][NH2:31])[CH2:9]1)=[O:7])([CH3:4])([CH3:3])[CH3:2]. Product: C(C)(C)(C)OC(=O)N1CC(CC(C1)N1C(C=2C(C=3C(=CC=CC13)Cl)=NOC2C)=O)CN (3-Aminomethyl-5-(9-chloro-3-methyl-4-oxo-5H-isoxazolo[4,3-c]quinolin-5-yl)-piperidine-1-carboxylic acid tert-butyl ester). Run in C1CCOC1 (THF), CCO (EtOH). The reagents and catalysts are [Pd] (Pd/C). The reactants are C1=CC=CC\2=C1CCCC/C2=C\C=C\C=O ((E,E)-4-(8,9-Dihydro-6H,7H-benzocyclohepten-5-ylidene)-2-butenal), C(CC(=O)C)(=O)OC (methyl acetoacetate). Product: C1=CC=CC\2=C1CCCC/C2=C\C=C\C(CC(CC(=O)OC)=O)O (Methyl (E,E)-8-(8,9-Dihydro-6H, 7H-benzocyclo-hepten-5-ylidene)-5-hydroxy-3-oxo- 6-octenoate). RXN SMILES: [CH:1]1[C:6]2[CH2:7][CH2:8][CH2:9][CH2:10]/[C:11](=[CH:12]\[CH:13]=[CH:14]\[CH:15]=[O:16])/[C:5]=2[CH:4]=[CH:3][CH:2]=1.[C:17]([O:23][CH3:24])(=[O:22])[CH2:18][C:19]([CH3:21])=[O:20]>>[CH:1]1[C:6]2[CH2:7][CH2:8][CH2:9][CH2:10]/[C:11](=[CH:12]\[CH:13]=[CH:14]\[CH:15]([OH:16])[CH2:21][C:19](=[O:20])[CH2:18][C:17]([O:23][CH3:24])=[O:22])/[C:5]=2[CH:4]=[CH:3][CH:2]=1. Procedure: By the method of Example 1 (E,E)-4-(8,9-Dihydro-6H,7H-benzocyclohepten-5-ylidene)-2-butenal (0.9 g, 4.2 mmol) was reacted with methyl acetoacetate to produce title product, 0.9 g.